This data is from the Open Reaction Database (ORD), a public repository of structured organic reaction records. The task is: describe an organic reaction: reactants, conditions, products, and yield The reactants are Cl (hydrochloride), CC(CCC=1C=CC=CC1)NCC(C=2C=CC(=C(C2)C(=O)N)O)O (labetalol). Product: CC(CCC=1C=CC=CC1)NCC(C=2C=CC(=C(C2)C(=O)N)O)O.Cl (labetalol hydrochloride). Reaction SMILES: [ClH:1].[CH3:2][CH:3]([NH:12][CH2:13][CH:14]([OH:25])[C:15]1[CH:16]=[CH:17][C:18]([OH:24])=[C:19]([C:21]([NH2:23])=[O:22])[CH:20]=1)[CH2:4][CH2:5][C:6]1[CH:7]=[CH:8][CH:9]=[CH:10][CH:11]=1>>[CH3:2][CH:3]([NH:12][CH2:13][CH:14]([OH:25])[C:15]1[CH:16]=[CH:17][C:18]([OH:24])=[C:19]([C:21]([NH2:23])=[O:22])[CH:20]=1)[CH2:4][CH2:5][C:6]1[CH:7]=[CH:8][CH:9]=[CH:10][CH:11]=1.[ClH:1] |f:2.3|. Procedure: 5.00 mg R,R-enantiomer hydrochloride of labetalol; Starting materials: C(C)OC(CC=1C2=C(SC1)C=CC=C2OC)=O ((4-Methoxy-benzo[b]thiophen-3-yl)-acetic acid ethyl ester), B(Br)(Br)Br (BBr3). Run in C(Cl)Cl (methylene chloride). Product: C(C)OC(CC=1C2=C(SC1)C=CC=C2O)=O ((4-Hydroxy-benzo[b]thiophen-3-yl)-acetic acid ethyl ester). The yield is 60.5%. Reaction SMILES: [CH2:1]([O:3][C:4](=[O:17])[CH2:5][C:6]1[C:7]2[C:14]([O:15]C)=[CH:13][CH:12]=[CH:11][C:8]=2[S:9][CH:10]=1)[CH3:2].B(Br)(Br)Br>C(Cl)Cl>[CH2:1]([O:3][C:4](=[O:17])[CH2:5][C:6]1[C:7]2[C:14]([OH:15])=[CH:13][CH:12]=[CH:11][C:8]=2[S:9][CH:10]=1)[CH3:2]. Reported procedure: To a solution of (4-Methoxy-benzo[b]thiophen-3-yl)-acetic acid ethyl ester (0.7 g, 2.8 mmol) in methylene chloride (18 mL) is added BBr3 (1.0 M, heptane, 8.6 mL, 8.6 mmol) at −20˜−30° C. The reaction mixture is allowed to warm to room temperature over 2 hrs, and TLC indicated clean conversion. The reaction is quenched by ice water, extracted with methylene chloride, dried over sodium sulfate, concentrated. Column chromatography on silica gel eluted with hexanes/ethyl acetate yields the title com... The reactants are O=C(n1ccnc1)n1ccnc1, CC1CCC(N)CC1, CN(C)C=O, CCN(C(C)C)C(C)C, Cl, Cl, O=C(O)c1nc2ccccc2s1. Product: CC1CCC(NC(=O)c2nc3ccccc3s2)CC1. As a reaction SMILES: [C:13]([n:14]1[cH:15][cH:16][n:17][cH:18]1)([n:19]1[cH:20][cH:21][n:22][cH:23]1)=[O:24].[CH3:26][CH:27]1[CH2:28][CH2:29][CH:30]([NH2:33])[CH2:31][CH2:32]1.[CH3:44][N:45]([CH3:46])[CH:47]=[O:48].[CH:34]([N:35]([CH2:36][CH3:37])[CH:38]([CH3:39])[CH3:40])([CH3:41])[CH3:42].[ClH:25].[ClH:43].[s:1]1[c:2]([C:10](=[O:11])[OH:12])[n:3][c:4]2[c:5]1[cH:6][cH:7][cH:8][cH:9]2>>[s:1]1[c:2]([C:10](=[O:12])[NH:33][CH:30]2[CH2:29][CH2:28][CH:27]([CH3:26])[CH2:32][CH2:31]2)[n:3][c:4]2[c:5]1[cH:6][cH:7][cH:8][cH:9]2. Reactants: C(#N)C1(C2=C(CCCC3=C1C=CC=C3)C=CC=C2)CCBr (12-cyano-12-(2-bromoethyl)-5,6,7,12-tetrahydrodibenzo[a,d]cyclooctene), CS(=O)C (dimethylsulfoxide), ice water, Cl.C12NCC(CC1)CC2 (2-azabicyclo[2.2.2]octane hydrochloride), C([O-])([O-])=O.[K+].[K+] (potassium carbonate). The solvent is C(C)(C)O (isopropanol), O (water), C(C)OCC (ethyl ether), C(Cl)Cl (methylene chloride). Reaction conditions: temperature 100 celsius. The product is Cl.C(#N)C1(C2=C(CCCC3=C1C=CC=C3)C=CC=C2)CCN2C3CCC(C2)CC3 (12-cyano12-[2-(2-azabicyclo[2.2.2]oct-2-yl)ethyl]-5,6,7,12-tetrahydrodibenzo[a,d]cyclooctene hydrochloride). As a reaction SMILES: [C:1]([C:3]1([CH2:19][CH2:20]Br)[C:10]2[CH:11]=[CH:12][CH:13]=[CH:14][C:9]=2[CH2:8][CH2:7][CH2:6][C:5]2[CH:15]=[CH:16][CH:17]=[CH:18][C:4]1=2)#[N:2].[ClH:22].[CH:23]12[CH2:30][CH2:29][CH:26]([CH2:27][CH2:28]1)[CH2:25][NH:24]2.C(=O)([O-])[O-].[K+].[K+].CS(C)=O>C(OCC)C.C(Cl)Cl.C(O)(C)C.O>[ClH:22].[C:1]([C:3]1([CH2:19][CH2:20][N:24]2[CH2:25][CH:26]3[CH2:29][CH2:30][CH:23]2[CH2:28][CH2:27]3)[C:10]2[CH:11]=[CH:12][CH:13]=[CH:14][C:9]=2[CH2:8][CH2:7][CH2:6][C:5]2[CH:15]=[CH:16][CH:17]=[CH:18][C:4]1=2)#[N:2] |f:1.2,3.4.5,11.12|. Reported procedure: 3.1 Parts 12-cyano-12-(2-bromoethyl)-5,6,7,12-tetrahydrodibenzo[a,d]cyclooctene, 1.8 parts 2-azabicyclo[2.2.2]octane hydrochloride, 1.8 parts potassium carbonate, 44 parts dimethylsulfoxide and 10 parts water are combined, heated at 100° C. for about 4 hours, and then poured into an ice-water mixture. The resulting gummy precipitate is dissolved in a mixture of ethyl ether and methylene chloride. The organic phase is separated, washed three times with water, dried with sodium sulfate, filtered, ... The reactants are NC1=NC=C(N=C1)C1=C(C=C(C=C1)C=1C(=CC=CC1)C(=O)O)F (4′-(2-aminopyrazin-5-yl)-3′-fluoro-[1,1′-biphenyl]-2-carboxylic acid), CN (methylamine). Product: NC=1N=CC(=NC1)C1=C(C=C(C=C1)C=1C(=CC=CC1)C(=O)NC)F (4′-(5-Aminopyrazin-2-yl)-3′-fluoro-N-methylbiphenyl-2-carboxamide). As a reaction SMILES: [NH2:1][C:2]1[CH:7]=[N:6][C:5]([C:8]2[CH:13]=[CH:12][C:11]([C:14]3[C:15]([C:20]([OH:22])=O)=[CH:16][CH:17]=[CH:18][CH:19]=3)=[CH:10][C:9]=2[F:23])=[CH:4][N:3]=1.[CH3:24][NH2:25]>>[NH2:1][C:2]1[N:3]=[CH:4][C:5]([C:8]2[CH:13]=[CH:12][C:11]([C:14]3[C:15]([C:20]([NH:25][CH3:24])=[O:22])=[CH:16][CH:17]=[CH:18][CH:19]=3)=[CH:10][C:9]=2[F:23])=[N:6][CH:7]=1. Procedure details: The title compound was prepared using methods analogous to those described in Step C of Example 504 using 4′-(2-aminopyrazin-5-yl)-3′-fluoro-[1,1′-biphenyl]-2-carboxylic acid and methylamine. MS (ESI): mass calcd. for C18H15FN4O, 322.12; m/z found, 323.1 [M+H]+. 1H NMR (400 MHz, DMSO-d6) δ 8.35 (dd, J=2.3, 1.6, 1H), 8.15 (d, J=4.7, 1H), 8.00 (d, J=1.5, 1H), 7.84 (d, J=8.1, 1H), 7.52-7.41 (m, 4H), 7.27 (s, 1H), 7.24 (dd, J=5.5, 1.7, 1H), 6.68 (s, 2H), 2.59 (d, J=4.6, 3H). Reactants: ClC1=CC=C(C=C1)S(=O)(=O)N1C2C=3C=NNC3CC1CNC2 (12-(4-Chloro-benzenesulfonyl)-4,5,10,12-tetraaza-tricyclo[6.3.1.02,6]dodeca-2(6),3-diene), ClC(=O)OC (Methyl chloroformate). Run in N1=CC=CC=C1 (pyridine), C(Cl)Cl (methylene chloride). Reaction conditions: temperature 0 celsius, time 2 hour. The product is COC(=O)N1N=CC=2C3CN(CC(CC12)N3S(=O)(=O)C3=CC=C(C=C3)Cl)C(=O)OC (12-(4-chloro-benzenesulfonyl)-4,5,10,12-tetraaza-tricyclo[6.3.1.02,6]dodeca-2(6),3-diene-5,10-dicarboxylic acid dimethyl ester). Isolated yield 100.4%. As a reaction SMILES: [Cl:1][C:2]1[CH:7]=[CH:6][C:5]([S:8]([N:11]2[CH:19]3[CH2:20][NH:21][CH2:22][CH:12]2[C:13]2[CH:14]=[N:15][NH:16][C:17]=2[CH2:18]3)(=[O:10])=[O:9])=[CH:4][CH:3]=1.Cl[C:24]([O:26][CH3:27])=[O:25]>N1C=CC=CC=1.C(Cl)Cl>[CH3:27][O:26][C:24]([N:16]1[C:17]2[CH2:18][CH:19]3[N:11]([S:8]([C:5]4[CH:4]=[CH:3][C:2]([Cl:1])=[CH:7][CH:6]=4)(=[O:9])=[O:10])[CH:12]([CH2:22][N:21]([C:24]([O:26][CH3:27])=[O:25])[CH2:20]3)[C:13]=2[CH:14]=[N:15]1)=[O:25]. Procedure details: 12-(4-Chloro-benzenesulfonyl)-4,5,10,12-tetraaza-tricyclo[6.3.1.02,6]dodeca-2(6),3-diene (204 mg, 0.602 mmol) was dissolved in pyridine (1 mL) and cooled to 0° C. Methyl chloroformate (0.139 mL, 1.80 mmol) was added over 15 minutes and the resulting solution was stirred at room temperature for 2 h. The reaction mixture was diluted with methylene chloride (10 mL), washed with aqueous HCl (5 mL, 1 N) and aqueous NaHCO3 (5 mL), dried (Na2SO4), filtered and concentrated under vacuum to give 275 mg o... The reactants are O1C2=C(NCC1)C=CC(=C2)O (3,4-dihydro-2H-benzo[b][1,4]oxazin-7-ol), C([O-])([O-])=O.[Cs+].[Cs+] (cesium carbonate), ClC1=CC=NC2=CC(=C(C=C12)OC)OC (4-chloro-6,7-dimethoxyquinoline). Solvent: CN(C)C=O (DMF). Product: [NH4+].[OH-] (NH4OH), COC=1C=C2C(=CC=NC2=CC1OC)OC=1C=CC2=C(OCCN2)C1 (7-(6,7-dimethoxyquinolin-4-yloxy)-3,4-dihydro-2H-benzo[b][1,4]oxazine). As a reaction SMILES: [O:1]1[CH2:6][CH2:5][NH:4][C:3]2[CH:7]=[CH:8][C:9]([OH:11])=[CH:10][C:2]1=2.C(=O)([O-])[O-].[Cs+].[Cs+].Cl[C:19]1[C:28]2[C:23](=[CH:24][C:25]([O:31][CH3:32])=[C:26]([O:29][CH3:30])[CH:27]=2)[N:22]=[CH:21][CH:20]=1>CN(C=O)C>[NH4+:4].[OH-:1].[CH3:30][O:29][C:26]1[CH:27]=[C:28]2[C:23](=[CH:24][C:25]=1[O:31][CH3:32])[N:22]=[CH:21][CH:20]=[C:19]2[O:11][C:9]1[CH:8]=[CH:7][C:3]2[NH:4][CH2:5][CH2:6][O:1][C:2]=2[CH:10]=1 |f:1.2.3,6.7|. Reported procedure: A solution of 3,4-dihydro-2H-benzo[b][1,4]oxazin-7-ol (2.5 g, 16.54 mmol), cesium carbonate (16.167, 49.62 mmol), and 4-chloro-6,7-dimethoxyquinoline (5.534 g, 24.81 mmol) in DMF (30 mL) was stirred for 15 h at 80° C. The solution was concentrated in vacuo and purified with column chromatography using 100% CH2Cl2→10% 90:10:1 CH2Cl2:MeOH:NH4OH to yield the title compound. MS (ESI, pos. ion) m/z: 339 (M+1). Mass calc'd for C19H18N2O4: 338.13.